From a dataset of the Open Reaction Database (ORD), a public repository of structured organic reaction records. describe an organic reaction: reactants, conditions, products, and yield Reactants: CCC(=S)Cl (methylthioacetyl chloride), NC1[C@@H]2N(C(=C(CS2)C(OCC)(SC2=NN=NN2)CP(=O)O)C(=O)O)C1=O (7-amino-3-(1-ethoxyhydroxyphosphinylmethyltetrazol-5-ylthiomethyl)-3-cephem-4-carboxylic acid), [OH-].[Na+] (sodium hydroxide). The solvent is CC(=O)C (acetone), C([O-])(O)=O.[Na+] (sodium bicarbonate), CC(=O)C (acetone). Run at time 20 minute. The product is CCC(=S)N[C@H]1[C@@H]2N(C(=C(CS2)C(OCC)(SC2=NN=NN2)CP(=O)O)C(=O)O)C1=O (7β-Methylthioacetamido-3-(1-ethoxyhydroxyphosphinylmethyltetrazol-5-ylthiomethyl)-3-cephem-4-carboxylic acid). RXN SMILES: [NH2:1][CH:2]1[C:26](=[O:27])[N:4]2[C:5]([C:23]([OH:25])=[O:24])=[C:6]([C:9]([CH2:19][PH:20]([OH:22])=[O:21])([S:13][C:14]3[NH:18][N:17]=[N:16][N:15]=3)[O:10][CH2:11][CH3:12])[CH2:7][S:8][C@H:3]12.[CH3:28][CH2:29][C:30](Cl)=[S:31].[OH-].[Na+]>C(=O)(O)[O-].[Na+].CC(C)=O>[CH3:28][CH2:29][C:30]([NH:1][C@@H:2]1[C:26](=[O:27])[N:4]2[C:5]([C:23]([OH:25])=[O:24])=[C:6]([C:9]([CH2:19][PH:20]([OH:22])=[O:21])([S:13][C:14]3[NH:18][N:17]=[N:16][N:15]=3)[O:10][CH2:11][CH3:12])[CH2:7][S:8][C@H:3]12)=[S:31] |f:2.3,4.5|. Procedure: To a stirred, cooled (-20° ) solution of 11.34 g (0.026 mol) of 7-amino-3-(1-ethoxyhydroxyphosphinylmethyltetrazol-5-ylthiomethyl)-3-cephem-4-carboxylic acid in 220 ml of 3% sodium bicarbonate and 220 ml of acetone is added dropwise a solution of 3.66 g (0.029 mol) of methylthioacetyl chloride in 52 ml of acetone, during which time the pH of the reaction mixture is maintained at 8.0 by addition of 10% sodium hydroxide. After addition the reaction mixture is stirred an additional 20 minutes at -1... The reactants are CCN(CC)C(=O)c1ccc(C(c2cccc(OC)c2)N2C3CCC2C2CCC3N2Cc2ccccc2)cc1, COc1cccc(C(c2ccc(C(=O)N3CCCCC3)cc2)N2C3CCC2C2CCC3N2Cc2ccccc2)c1. Product: COc1cccc(C(c2ccc(C(=O)N3CCCCC3)cc2)N2C3CCC2C2CCC3N2)c1. As a reaction SMILES: [CH2:1]([N:2]1[CH:3]2[CH:4]3[N:5]([CH:6]([c:7]4[cH:8][cH:9][cH:10][c:11]([O:12][CH3:13])[cH:14]4)[c:15]4[cH:16][cH:17][c:18]([C:19]([N:20]([CH2:21][CH3:22])[CH2:23][CH3:24])=[O:25])[cH:26][cH:27]4)[CH:28]([CH:29]1[CH2:30][CH2:31]2)[CH2:32][CH2:33]3)[c:34]1[cH:35][cH:36][cH:37][cH:38][cH:39]1.[CH2:40]([c:41]1[cH:42][cH:43][cH:44][cH:45][cH:46]1)[N:47]1[CH:48]2[CH2:49][CH2:50][CH:51]1[CH:52]1[CH2:53][CH2:54][CH:55]2[N:56]1[CH:57]([c:58]1[cH:59][cH:60][c:61]([C:64](=[O:65])[N:66]2[CH2:67][CH2:68][CH2:69][CH2:70][CH2:71]2)[cH:62][cH:63]1)[c:72]1[cH:73][c:74]([O:78][CH3:79])[cH:75][cH:76][cH:77]1>>[NH:47]1[CH:48]2[CH2:49][CH2:50][CH:51]1[CH:52]1[CH2:53][CH2:54][CH:55]2[N:56]1[CH:57]([c:58]1[cH:59][cH:60][c:61]([C:64](=[O:65])[N:66]2[CH2:67][CH2:68][CH2:69][CH2:70][CH2:71]2)[cH:62][cH:63]1)[c:72]1[cH:73][c:74]([O:78][CH3:79])[cH:75][cH:76][cH:77]1. The reactants are CN(CCOc1cc(Cl)nc(N2CCOCC2)n1)C(=O)OC(C)(C)C, NN, C1COCCO1. Product: CN(CCOc1cc(NN)nc(N2CCOCC2)n1)C(=O)OC(C)(C)C. RXN SMILES: [C:1]([CH3:2])([CH3:3])([CH3:4])[O:5][C:6]([N:7]([CH3:8])[CH2:9][CH2:10][O:11][c:12]1[n:13][c:14]([N:19]2[CH2:20][CH2:21][O:22][CH2:23][CH2:24]2)[n:15][c:16]([Cl:18])[cH:17]1)=[O:25].[NH2:26][NH2:27].[O:28]1[CH2:29][CH2:30][O:31][CH2:32][CH2:33]1>>[C:1]([CH3:2])([CH3:3])([CH3:4])[O:5][C:6]([N:7]([CH3:8])[CH2:9][CH2:10][O:11][c:12]1[n:13][c:14]([N:19]2[CH2:20][CH2:21][O:22][CH2:23][CH2:24]2)[n:15][c:16]([NH:26][NH2:27])[cH:17]1)=[O:25].